From a dataset of the Open Reaction Database (ORD), a public repository of structured organic reaction records. describe an organic reaction: reactants, conditions, products, and yield Reaction SMILES: Cl.[CH2:2]([O:4][C:5](=[O:17])[CH2:6][C:7](=O)[CH2:8][NH:9][CH:10]1[CH2:15][CH2:14][CH2:13][CH2:12][CH2:11]1)[CH3:3].C(O)(C)(C)C.[C:23]([S-:25])#[N:24].[K+]>O>[CH2:2]([O:4][C:5](=[O:17])[CH2:6][C:7]1[NH:24][C:23](=[S:25])[N:9]([CH:10]2[CH2:15][CH2:14][CH2:13][CH2:12][CH2:11]2)[CH:8]=1)[CH3:3] |f:0.1,3.4|. The yield is 94.3%. Yields the product C(C)OC(CC=1NC(N(C1)C1CCCCC1)=S)=O ((1-Cyclohexyl-2-thioxo-2,3-dihydro-1H-imidazol-4-yl)-acetic acid ethyl ester). Procedure: 200 g (0.758 mol) 4-Cyclohexylamino-3-oxo-butyric acid ethyl ester hydrochloride were dissolved in 360 ml water and 120 ml tert-butanol and were heated to 90° C. Then 88.4 g (0.91 mol) KSCN were added and the mixture was heated for 20 s, thereby a phase separation occurred. After cooling to RT, the phases were separated and the aqueous layer was extracted with AcOEt. The combined organic layers were washed with Brine, dried with MgSO4 and concentrated. The solid was digested in MTBE and filtered... The solvent is O (water). The reactants are C(C)(C)(C)O (tert-butanol), Cl.C(C)OC(CC(CNC1CCCCC1)=O)=O (4-Cyclohexylamino-3-oxo-butyric acid ethyl ester hydrochloride), C(#N)[S-].[K+] (KSCN).